This data is from the Open Reaction Database (ORD), a public repository of structured organic reaction records. The task is: describe an organic reaction: reactants, conditions, products, and yield Run at time 2 day. Reported procedure: A mixture of 5-(1-naphthyl)-4-pentyn-1-ol (500 ng, 2.37 mmol) and 5% palladium on barium sulfate (5 mg) in ethyl ether (30 ml) was stirred at room temperature under a hydrogen atmosphere for two days. Solvent removal, after filtration through celite, gave the title compound as a yellow oil. Yields the product C1(=CC=CC2=CC=CC=C12)CCCCCO (5-(1-Naphthyl)-pentan-1-ol). Reactants: C1(=CC=CC2=CC=CC=C12)C#CCCCO (5-(1-naphthyl)-4-pentyn-1-ol). As a reaction SMILES: [C:1]1([C:11]#[C:12][CH2:13][CH2:14][CH2:15][OH:16])[C:10]2[C:5](=[CH:6][CH:7]=[CH:8][CH:9]=2)[CH:4]=[CH:3][CH:2]=1>C(OCC)C.[Pd]>[C:1]1([CH2:11][CH2:12][CH2:13][CH2:14][CH2:15][OH:16])[C:10]2[C:5](=[CH:6][CH:7]=[CH:8][CH:9]=2)[CH:4]=[CH:3][CH:2]=1. Reagents/catalysts: [Pd] (palladium on barium sulfate). The solvent is C(C)OCC (ethyl ether). The reactants are CC(=O)O, Cc1nc(NNC(=O)C(CC2CCCC2)CN(C=O)OC2CCCCO2)c(F)c(N2CC(O)C3(CC3)C2)n1, O. Yields the product Cc1nc(NNC(=O)C(CC2CCCC2)CN(O)C=O)c(F)c(N2CC(O)C3(CC3)C2)n1. RXN SMILES: [C:39]([OH:40])(=[O:41])[CH3:42].[CH:1]1([CH2:6][CH:7]([CH2:8][N:9]([CH:10]=[O:11])[O:12][CH:13]2[CH2:14][CH2:15][CH2:16][CH2:17][O:18]2)[C:19](=[O:20])[NH:21][NH:22][c:23]2[n:24][c:25]([CH3:38])[n:26][c:27]([N:30]3[CH2:31][C:32]4([CH2:33][CH2:34]4)[CH:35]([OH:37])[CH2:36]3)[c:28]2[F:29])[CH2:2][CH2:3][CH2:4][CH2:5]1.[OH2:43]>>[CH:1]1([CH2:6][CH:7]([CH2:8][N:9]([CH:10]=[O:11])[OH:12])[C:19](=[O:20])[NH:21][NH:22][c:23]2[n:24][c:25]([CH3:38])[n:26][c:27]([N:30]3[CH2:31][C:32]4([CH2:33][CH2:34]4)[CH:35]([OH:37])[CH2:36]3)[c:28]2[F:29])[CH2:2][CH2:3][CH2:4][CH2:5]1. Reported procedure: To a solution of ethyl 9-[(3aR,4R,6R,6aR)-6-(hydroxymethyl)-2,2-dimethyltetrahydrofuro[3,4-d][1,3]dioxol-4-yl]-6-[(2,2-diphenylethyl)amino]-9H-purine-2-carboxylate (Preparation 66) (15.4 g, 0.0276 moles) in acetonitrile under an atmosphere of nitrogen was added 2,2,6,6-tetramethylpiperidinyl-1-oxy, free radical (0.30 g, 0.0019 moles) and aqueous sodium dihydrogen phosphate (120 ml of a 0.67M solution). The resultant mixture was heated to 45° C. with stirring. A solution of sodium chlorite (6.5 g... Starting materials: S(=O)([O-])[O-].[Na+].[Na+] (sodium sulphite), OC[C@H]1O[C@H]([C@H]2[C@@H]1OC(O2)(C)C)N2C1=NC(=NC(=C1N=C2)NCC(C2=CC=CC=C2)C2=CC=CC=C2)C(=O)OCC (ethyl 9-[(3aR,4R,6R,6aR)-6-(hydroxymethyl)-2,2-dimethyltetrahydrofuro[3,4-d][1,3]dioxol-4-yl]-6-[(2,2-diphenylethyl)amino]-9H-purine-2-carboxylate), P(=O)(O)(O)[O-].[Na+] (sodium dihydrogen phosphate), solution, resultant mixture, Cl (hydrochloric acid), Cl(=O)[O-].[Na+] (sodium chlorite), resultant mixture. Product: C1(=CC=CC=C1)C(CNC1=C2N=CN(C2=NC(=N1)C(=O)OCC)[C@@H]1O[C@@H]([C@@H]2[C@H]1OC(O2)(C)C)C(=O)O)C2=CC=CC=C2 ((3aS,4S,6R,6aR)-6-[6-[(2,2-Diphenylethyl)amino]-2-(ethoxycarbonyl)-9H-purin-9-yl]-2,2-dimethyltetrahydrofuro[3,4-d][1,3]dioxole-4-carboxylic acid). Run in O (water), C(C)#N (acetonitrile), O (water), O (water). Reaction SMILES: [OH:1][CH2:2][C@@H:3]1[C@H:7]2[O:8][C:9]([CH3:12])([CH3:11])[O:10][C@H:6]2[C@H:5]([N:13]2[CH:21]=[N:20][C:19]3[C:14]2=[N:15][C:16]([C:37]([O:39][CH2:40][CH3:41])=[O:38])=[N:17][C:18]=3[NH:22][CH2:23][CH:24]([C:31]2[CH:36]=[CH:35][CH:34]=[CH:33][CH:32]=2)[C:25]2[CH:30]=[CH:29][CH:28]=[CH:27][CH:26]=2)[O:4]1.P([O-])(O)(O)=[O:43].[Na+].Cl([O-])=O.[Na+].S([O-])([O-])=O.[Na+].[Na+].Cl>C(#N)C.O.Cl[O-].[Na+]>[C:31]1([CH:24]([C:25]2[CH:30]=[CH:29][CH:28]=[CH:27][CH:26]=2)[CH2:23][NH:22][C:18]2[N:17]=[C:16]([C:37]([O:39][CH2:40][CH3:41])=[O:38])[N:15]=[C:14]3[C:19]=2[N:20]=[CH:21][N:13]3[C@H:5]2[C@@H:6]3[O:10][C:9]([CH3:11])([CH3:12])[O:8][C@@H:7]3[C@@H:3]([C:2]([OH:43])=[O:1])[O:4]2)[CH:36]=[CH:35][CH:34]=[CH:33][CH:32]=1 |f:1.2,3.4,5.6.7,11.12|. Reagents/catalysts: Cl[O-].[Na+] (sodium hypochlorite). Conditions: time 18 hour.